This data is from the Open Reaction Database (ORD), a public repository of structured organic reaction records. The task is: describe an organic reaction: reactants, conditions, products, and yield Starting materials: Cl (HCl), O1CCOCC1 (1,4-dioxane), C1(=CC=CC=C1)COC(=O)NC[C@H]1CN(CCC1)C(=O)OC(C)(C)C (1,1-Dimethylethyl (3S)-3-[({[(phenylmethyl)oxy]carbonyl}amino)methyl]-1-piperidinecarboxylate). The solvent is O (water), C(Cl)Cl (DCM). Conditions: time 3 hour. The product is N1C[C@@H](CCC1)CNC(OCC1=CC=CC=C1)=O (Phenylmethyl [(3R)-3-piperidinylmethyl]carbamate). Isolated yield 99.6%. RXN SMILES: [C:1]1([CH2:7][O:8][C:9]([NH:11][CH2:12][C@@H:13]2[CH2:18][CH2:17][CH2:16][N:15](C(OC(C)(C)C)=O)[CH2:14]2)=[O:10])[CH:6]=[CH:5][CH:4]=[CH:3][CH:2]=1.Cl.O1CCOCC1>C(Cl)Cl.O>[NH:15]1[CH2:16][CH2:17][CH2:18][C@@H:13]([CH2:12][NH:11][C:9](=[O:10])[O:8][CH2:7][C:1]2[CH:6]=[CH:5][CH:4]=[CH:3][CH:2]=2)[CH2:14]1. Procedure: 1,1-Dimethylethyl (3S)-3-[({[(phenylmethyl)oxy]carbonyl}amino)methyl]-1-piperidinecarboxylate (˜9.3 mmol) was dissolved in DCM (25 mL) and treated with a 4M HCl solution in 1,4-dioxane (24 mL, 96 mmol). The reaction was stirred at room temperature for 3 h, at which time LC/MS indicated that all starting material was consumed. The reaction was concentrated in vacuo to give a thick gum. This material was dissolved in water and extracted with ethyl acetate. The aqueous phase was separated and treat... The reactants are N1C=NC2=C1C=CC(=C2)N2C(C=C(C2C2=C(C(=CC=C2)F)F)O)=O (1-(1H-benzo[d]imidazol-5-yl)-5-(2,3-difluorophenyl)-4-hydroxy-1H-pyrrol-2(5H)-one), C1(CCCCC1)N (cyclohexylamine). The product is N1C=NC2=C1C=CC(=C2)N2C(C=C(C2C2=C(C(=CC=C2)F)F)NC2CCCCC2)=O (1-(1H-Benzo[d]imidazol-5-yl)-4-(cyclohexylamino)-5-(2,3-difluorophenyl)-1H-pyrrol-2(5H)-one). RXN SMILES: [NH:1]1[C:5]2[CH:6]=[CH:7][C:8]([N:10]3[CH:14]([C:15]4[CH:20]=[CH:19][CH:18]=[C:17]([F:21])[C:16]=4[F:22])[C:13](O)=[CH:12][C:11]3=[O:24])=[CH:9][C:4]=2[N:3]=[CH:2]1.[CH:25]1([NH2:31])[CH2:30][CH2:29][CH2:28][CH2:27][CH2:26]1>>[NH:1]1[C:5]2[CH:6]=[CH:7][C:8]([N:10]3[CH:14]([C:15]4[CH:20]=[CH:19][CH:18]=[C:17]([F:21])[C:16]=4[F:22])[C:13]([NH:31][CH:25]4[CH2:30][CH2:29][CH2:28][CH2:27][CH2:26]4)=[CH:12][C:11]3=[O:24])=[CH:9][C:4]=2[N:3]=[CH:2]1. Procedure details: The compound was synthesized starting from 1-(1H-benzo[d]imidazol-5-yl)-5-(2,3-difluorophenyl)-4-hydroxy-1H-pyrrol-2(5H)-one (0.12 g, 0.33 mmol) and cyclohexylamine (0.53 ml 4.62 mmol) according to method 7 described above. Starting materials: [H][H] (hydrogen), CO (methanol), Cl (hydrochloric acid), [N+](=O)([O-])C1=C(C=CC=C1)B(O)O (2-nitrophenyl-boronic acid). Reagents/catalysts: [Pd] (palladium on carbon), [Pd] (Palladium on Carbon). Run at temperature 24 celsius. The product is Cl.ONC1=C(C=CC=C1)B(O)O (2-Hydroxyaminobenzeneboronic Acid Hydrochloride). As a reaction SMILES: [H][H].CO.[ClH:5].[N+:6]([C:9]1[CH:14]=[CH:13][CH:12]=[CH:11][C:10]=1[B:15]([OH:17])[OH:16])([O-])=[O:7]>[Pd]>[ClH:5].[OH:7][NH:6][C:9]1[CH:14]=[CH:13][CH:12]=[CH:11][C:10]=1[B:15]([OH:17])[OH:16] |f:5.6|. Procedure details: Into a Parr shaker hydrogenation apparatus fitted with a hydrogen source and Parr bomb was charged 0.1 gm of a palladium on carbon hydrogenation catalyst obtained from Aldrich Chemical Co. under the trade designation Palladium on Carbon, 100 mL of methanol containing 1 equivalent of hydrochloric acid, and 0.8 gm of 2-nitrophenyl-boronic acid prepared in accordance with the procedure described in W. Leaman and J. R. Johnson, J. Am. Chem. Soc., 1931, 53, 711. The apparatus was sealed and was flush... Starting materials: [Mg] (magnesium), C[Ge](C)(C)Cl (trimethylgermyl chloride), BrC1=CC=C(C=C1)C1(OCCO1)C (2-(4-bromophenyl)-2-methyl-1,3-dioxolane). The solvent is O1CCCC1 (tetrahydrofuran). Yields the product C[Ge](C1=CC=C(C=C1)C1(OCCO1)C)(C)C (2-(4-Trimethylgermylphenyl)-2-methyl-1,3-dioxolane). The yield is 46.6%. RXN SMILES: [Mg].[CH3:2][Ge:3](Cl)([CH3:5])[CH3:4].Br[C:8]1[CH:13]=[CH:12][C:11]([C:14]2([CH3:19])[O:18][CH2:17][CH2:16][O:15]2)=[CH:10][CH:9]=1>O1CCCC1>[CH3:2][Ge:3]([CH3:5])([CH3:4])[C:8]1[CH:13]=[CH:12][C:11]([C:14]2([CH3:19])[O:18][CH2:17][CH2:16][O:15]2)=[CH:10][CH:9]=1. Procedure details: To a mixture of 108 mg (4.44 mmol) of magnesium and 766 mg (5.00 mmol) of trimethylgermyl chloride was added a solution of 972 mg (4.00 mmol) of 2-(4-bromophenyl)-2-methyl-1,3-dioxolane in 12 ml of dry tetrahydrofuran (THF) at 40° C. with stirring. The mixture was refluxed for 1.5 hours and stirred at room temperature overnight. An insoluble substance was filtered off and washed with ether. The filtrate and washings were mixed and evaporated. The residue was purified by column chromatography on ... The reactants are CCN=C=NCCCN(C)C (EDAC), N[C@H]1[C@@H](CC2=CC=CC=C12)NC(=O)C1=CC2=C(N1)SC(=C2)Cl (N-[(1R,2R)-1-amino-2,3-dihydro-1H-inden-2-yl]-2-chloro-6H-thieno[2,3-b]pyrrole-5-carboxamide), CCN(C(C)C)C(C)C (DIPEA), C=1C=CC2=C(C1)N=NN2O (HOBT), O=C1CC[C@H](O1)C(=O)O ((2S)-5-oxotetrahydrofuran-2-carboxylic acid). Solvent: C(Cl)Cl (DCM). Reaction conditions: time 16 hour. The product is ClC1=CC2=C(NC(=C2)C(=O)N[C@H]2[C@@H](C3=CC=CC=C3C2)NC(=O)[C@H]2OC(CC2)=O)S1 (2-Chloro-N-[(1R,2R)-1-({[(2S)-5-oxotetrahydrofuran-2-yl]carbonyl}amino)-2,3-dihydro-1H-inden-2-yl]-6H-thieno[2,3-b]pyrrole-5-carboxamide). Isolated yield 56.0%. RXN SMILES: CCN(C(C)C)C(C)C.C1C=CC2N(O)N=NC=2C=1.[O:20]=[C:21]1[O:25][C@H:24]([C:26]([OH:28])=O)[CH2:23][CH2:22]1.CCN=C=NCCCN(C)C.[NH2:40][C@@H:41]1[C:49]2[C:44](=[CH:45][CH:46]=[CH:47][CH:48]=2)[CH2:43][C@H:42]1[NH:50][C:51]([C:53]1[NH:57][C:56]2[S:58][C:59]([Cl:61])=[CH:60][C:55]=2[CH:54]=1)=[O:52]>C(Cl)Cl>[Cl:61][C:59]1[S:58][C:56]2[NH:57][C:53]([C:51]([NH:50][C@@H:42]3[CH2:43][C:44]4[C:49](=[CH:48][CH:47]=[CH:46][CH:45]=4)[C@H:41]3[NH:40][C:26]([C@@H:24]3[CH2:23][CH2:22][C:21](=[O:20])[O:25]3)=[O:28])=[O:52])=[CH:54][C:55]=2[CH:60]=1. Procedure details: DIPEA (180 μL, 1.05 mmol), HOBT (68 mg, 0.5 mmol), (2S)-5-oxotetrahydrofuran-2-carboxylic acid (CAS Reg. No: [21461–84–7], 0.5 mmol, 65 mg) and EDAC (120 mg, 0.63 mmol) were added to a suspension of N-[(1R,2R)-1-amino-2,3-dihydro-1H-inden-2-yl]-2-chloro-6H-thieno[2,3-b]pyrrole-5-carboxamide (Method 21, 223 mg, 0.5 mmol) in anhydrous DCM (7 mL). The reaction was stirred at ambient temperature for approximately 16 h. The volatiles were removed by evaporation under reduced pressure, the residue dis...